From a dataset of the Open Reaction Database (ORD), a public repository of structured organic reaction records. describe an organic reaction: reactants, conditions, products, and yield Starting materials: C(CCC=C)OC1=CC=C(C=C1)C1=CC=C(C=C1)[N+](=O)[O-] (4-(4-penteneoxy)-4'-nitrobiphenyl), ClC1=CC(=CC=C1)C(=O)OO (meta-chloroperbenzoic acid). Run in C(Cl)Cl (methylene chloride). Reaction conditions: temperature 0 celsius, time 24 hour. Yields the product O1C(CCCOC2=CC=C(C=C2)C2=CC=C(C=C2)[N+](=O)[O-])C1 (4-(4,5-Epoxypentoxy)-4'-nitrobiphenyl). As a reaction SMILES: [CH2:1]([O:6][C:7]1[CH:12]=[CH:11][C:10]([C:13]2[CH:18]=[CH:17][C:16]([N+:19]([O-:21])=[O:20])=[CH:15][CH:14]=2)=[CH:9][CH:8]=1)[CH2:2][CH2:3][CH:4]=[CH2:5].ClC1C=CC=C(C(OO)=[O:30])C=1>C(Cl)Cl>[O:30]1[CH2:5][CH:4]1[CH2:3][CH2:2][CH2:1][O:6][C:7]1[CH:12]=[CH:11][C:10]([C:13]2[CH:14]=[CH:15][C:16]([N+:19]([O-:21])=[O:20])=[CH:17][CH:18]=2)=[CH:9][CH:8]=1. Procedure details: To 250 ml of methylene chloride is added 28.3 g of 4-(4-penteneoxy)-4'-nitrobiphenyl. The solution is cooled to 0° C., and 18 g of meta-chloroperbenzoic acid is added slowly. The mixture is stirred at 0° C. for 24 hours, and allowed to warm to room temperature. As a reaction SMILES: [Cl:1][c:2]1[cH:3][c:4]2[cH:5][n:6]([CH2:35][O:36][CH2:37][CH2:38][Si:39]([CH3:40])([CH3:41])[CH3:42])[n:7][c:8]2[c:9]([CH:11]([CH3:12])[O:13][CH2:14][C:15]2([c:28]3[cH:29][cH:30][c:31]([F:34])[cH:32][cH:33]3)[CH2:16][CH2:17][N:18]([C:21](=[O:22])[O:23][C:24]([CH3:25])([CH3:26])[CH3:27])[CH2:19][CH2:20]2)[cH:10]1.[OH:43][C:44]([C:45]([F:46])([F:47])[F:48])=[O:49]>>[Cl:1][c:2]1[cH:3][c:4]2[cH:5][n:6][nH:7][c:8]2[c:9]([CH:11]([CH3:12])[O:13][CH2:14][C:15]2([c:28]3[cH:29][cH:30][c:31]([F:34])[cH:32][cH:33]3)[CH2:16][CH2:17][N:18]([C:21](=[O:22])[O:23][C:24]([CH3:25])([CH3:26])[CH3:27])[CH2:19][CH2:20]2)[cH:10]1. The product is CC(OCC1(c2ccc(F)cc2)CCN(C(=O)OC(C)(C)C)CC1)c1cc(Cl)cc2cn[nH]c12. The reactants are CC(OCC1(c2ccc(F)cc2)CCN(C(=O)OC(C)(C)C)CC1)c1cc(Cl)cc2cn(COCC[Si](C)(C)C)nc12, O=C(O)C(F)(F)F. Reactants: O=C([O-])[O-], C=CCBr, Cc1cc(C)cc(O)c1, CC(C)=O, [K+], [K+]. Yields the product C=CCOc1cc(C)cc(C)c1. As a reaction SMILES: [C:14](=[O:15])([O-:16])[O-:17].[CH2:10]([CH:11]=[CH2:12])[Br:13].[CH3:1][c:2]1[cH:3][c:4]([CH3:5])[cH:6][c:7]([OH:8])[cH:9]1.[CH3:20][C:21](=[O:22])[CH3:23].[K+:18].[K+:19]>>[CH3:1][c:2]1[cH:3][c:4]([CH3:5])[cH:6][c:7]([O:8][CH2:12][CH:11]=[CH2:10])[cH:9]1. The reactants are C(C)(C)(C)OC(N[C@@H](C)C(N[C@@H](CC(C)C)B1O[C@]2([C@@H]3C([C@H](C[C@H]2O1)C3)(C)C)C)=O)=O ({(S)-1-[(R)-3-Methyl-1-((1S,2S,6R,8S)-2,9,9-trimethyl-3,5-dioxa-4-bora-tricyclo[6.1.1.02,6]dec-4-yl)-butylcarbamoyl]-ethyl}-carbamic acid tert-butyl ester), C1(=CC(=CC=C1)N[C@H](C(=O)O)CC1=C(C(=C(C=C1)OC)OC)OC)C1=CC=CC=C1 ((S)-2-(Biphenyl-3-ylamino)-3-(2,3,4-trimethoxyphenyl)-propionic acid). Product: C1(=CC(=CC=C1)N[C@H](C(=O)N[C@@H](C)C(N[C@@H](CC(C)C)B1O[C@]2([C@@H]3C([C@H](C[C@H]2O1)C3)(C)C)C)=O)CC3=C(C(=C(C=C3)OC)OC)OC)C3=CC=CC=C3 ((S)-2-(Biphenyl-3-ylamino)-N-{(S)-1-[(R)-3-methyl-1-((1S,2S,6R,8S)-2,9,9-trimethyl-3,5-dioxa-4-bora-tricyclo[6.1.1.02,6]dec-4-yl)-butylcarbamoyl]-ethyl}-3-(2,3,4-trimethoxy-phenyl)-propionamide). Reaction SMILES: C(O[C:6](=[O:31])[NH:7][C@H:8]([C:10](=[O:30])[NH:11][C@H:12]([B:17]1[O:25][C@H:24]2[C@:19]([CH3:29])([C@H:20]3[CH2:26][C@@H:22]([CH2:23]2)[C:21]3([CH3:28])[CH3:27])[O:18]1)[CH2:13][CH:14]([CH3:16])[CH3:15])[CH3:9])(C)(C)C.[C:32]1([C:56]2[CH:61]=[CH:60][CH:59]=[CH:58][CH:57]=2)[CH:37]=[CH:36][CH:35]=[C:34]([NH:38][C@@H:39]([CH2:43][C:44]2[CH:49]=[CH:48][C:47]([O:50][CH3:51])=[C:46]([O:52][CH3:53])[C:45]=2[O:54][CH3:55])C(O)=O)[CH:33]=1>>[C:32]1([C:56]2[CH:61]=[CH:60][CH:59]=[CH:58][CH:57]=2)[CH:37]=[CH:36][CH:35]=[C:34]([NH:38][C@@H:39]([CH2:43][C:44]2[CH:49]=[CH:48][C:47]([O:50][CH3:51])=[C:46]([O:52][CH3:53])[C:45]=2[O:54][CH3:55])[C:6]([NH:7][C@H:8]([C:10](=[O:30])[NH:11][C@H:12]([B:17]2[O:25][C@H:24]3[C@:19]([CH3:29])([C@H:20]4[CH2:26][C@@H:22]([CH2:23]3)[C:21]4([CH3:28])[CH3:27])[O:18]2)[CH2:13][CH:14]([CH3:15])[CH3:16])[CH3:9])=[O:31])[CH:33]=1. Reported procedure: The title compound is prepared as described in example 1 but using {(S)-1-[(R)-3-Methyl-1-((1S,2S,6R,8S)-2,9,9-trimethyl-3,5-dioxa-4-bora-tricyclo[6.1.1.02,6]dec-4-yl)-butylcarbamoyl]-ethyl}-carbamic acid tert-butyl ester and (S)-2-(Biphenyl-3-ylamino)-3-(2,3,4-trimethoxyphenyl)-propionic acid.